This data is from the Open Reaction Database (ORD), a public repository of structured organic reaction records. The task is: describe an organic reaction: reactants, conditions, products, and yield Procedure details: 0.182 g of 3-methyl-β-carboline (example 5), 0.5 ml of N,N-dimethylformamide-dimethylacetal (90%) and 0.02 g of diazabicyclooctane (Dabco) are stirred in 30 ml of absolute N,N-dimethylformamide for 15 hours at 110° C. The solvent is distilled off under vacuum and the residue is chromatographed on silica gel. (Methylene chloride/ethanol: 9+1). 0.095 g of 3,9-dimethyl-β-carboline with a 134° C. melting point (decomposition) is obtained. Run in CN(C=O)C (N,N-dimethylformamide). Yields the product CC=1N=CC=2N(C3=CC=CC=C3C2C1)C (3,9-dimethyl-β-carboline). Reactants: CC=1N=CC=2NC3=CC=CC=C3C2C1 (3-methyl-β-carboline), COC(N(C)C)OC (N,N-dimethylformamide-dimethylacetal), N1(NCCCCCC1)C1CCCCCCC1 (diazabicyclooctane). As a reaction SMILES: [CH3:1][C:2]1[N:3]=[CH:4][C:5]2[NH:6][C:7]3[C:12]([C:13]=2[CH:14]=1)=[CH:11][CH:10]=[CH:9][CH:8]=3.[CH3:15]OC(OC)N(C)C.N1(C2CCCCCCC2)CCCCCCN1>CN(C)C=O>[CH3:1][C:2]1[N:3]=[CH:4][C:5]2[N:6]([CH3:15])[C:7]3[C:12]([C:13]=2[CH:14]=1)=[CH:11][CH:10]=[CH:9][CH:8]=3. Reactants: II (iodine), ClC1=C(C=C(C=C1)[C@@H]1O[C@@H]([C@H]([C@@H]([C@H]1O)O)O)CO)CC1=CC=C(C=C1)OCC ((2S,3R,4R,5S,6R)-2-[4-chloro-3-(4-ethoxy-benzyl)-phenyl]-6-hydroxymethyl-tetrahydro-pyran-3,4,5-triol), C1=CC=C(C=C1)P(C2=CC=CC=C2)C3=CC=CC=C3 (PPh3), N1C=NC=C1 (imidazole). Run in ClCCl (dichloromethane), O (water). Product: ClC1=C(C=C(C=C1)[C@@H]1O[C@@H]([C@H]([C@@H]([C@H]1O)O)O)CI)CC1=CC=C(C=C1)OCC ((2S,3R,4R,5S,6S)-2-[4-chloro-3-(4-ethoxy-benzyl)-phenyl]-6-iodomethyl-tetrahydro-pyran-3,4,5-triol). Yield: 688.4%. Reaction SMILES: [Cl:1][C:2]1[CH:7]=[CH:6][C:5]([C@H:8]2[C@H:13]([OH:14])[C@@H:12]([OH:15])[C@H:11]([OH:16])[C@@H:10]([CH2:17]O)[O:9]2)=[CH:4][C:3]=1[CH2:19][C:20]1[CH:25]=[CH:24][C:23]([O:26][CH2:27][CH3:28])=[CH:22][CH:21]=1.C1C=CC(P(C2C=CC=CC=2)C2C=CC=CC=2)=CC=1.N1C=CN=C1.[I:53]I>ClCCl.O>[Cl:1][C:2]1[CH:7]=[CH:6][C:5]([C@H:8]2[C@H:13]([OH:14])[C@@H:12]([OH:15])[C@H:11]([OH:16])[C@@H:10]([CH2:17][I:53])[O:9]2)=[CH:4][C:3]=1[CH2:19][C:20]1[CH:25]=[CH:24][C:23]([O:26][CH2:27][CH3:28])=[CH:22][CH:21]=1. Procedure details: To a mixture of (2S,3R,4R,5S,6R)-2-[4-chloro-3-(4-ethoxy-benzyl)-phenyl]-6-hydroxymethyl-tetrahydro-pyran-3,4,5-triol (500 mg, 0.98 mmole) (prepared according to procedure as described in J. Med. Chem. 2008; 51 (5); 1145-1149), PPh3 (3.0 g, 7.3 mmole) and imidazole (650 mg, 9.5 mmole) in 50 mL of dichloromethane (DCM) was added iodine (2.4 g, 9.5 mmole) at 0° C. and refluxed for 18 hrs. The reaction mixture was diluted with water (50 mL) and extracted with dichloromethane (2×200 mL). The crude p... Starting materials: C1COCCO1, O, Nc1ccc(N)cc1, O=C(OCC1c2ccccc2-c2ccccc21)ON1C(=O)CCC1=O. RXN SMILES: [O:35]1[CH2:36][CH2:37][O:38][CH2:39][CH2:40]1.[OH2:34].[c:1]1([NH2:8])[cH:2][cH:3][c:4]([NH2:7])[cH:5][cH:6]1.[cH:9]1[cH:10][cH:11][cH:12][c:13]2[c:21]1[CH:20]([CH2:22][O:23][C:24](=[O:25])[O:26][N:27]1[C:28](=[O:29])[CH2:30][CH2:31][C:32]1=[O:33])[c:19]1[c:14]-2[cH:15][cH:16][cH:17][cH:18]1>>[c:1]1([NH2:8])[cH:2][cH:3][c:4]([NH:7][C:24]([O:23][CH2:22][CH:20]2[c:19]3[c:14]([cH:15][cH:16][cH:17][cH:18]3)-[c:13]3[cH:12][cH:11][cH:10][cH:9][c:21]32)=[O:25])[cH:5][cH:6]1. Yields the product Nc1ccc(NC(=O)OCC2c3ccccc3-c3ccccc32)cc1. Starting materials: [N+](=O)([O-])C=1C=C(CNC2=C(C=NC(=C2)NC2=CC=C(C=C2)N2CCNCC2)CC(=O)N)C=CC1 (4-[(3-nitrobenzyl)amino]-6-{[4-(piperazin-1-yl)phenyl]amino}pyridine-3-carboxyamide), compound, Cl.ClCCN(CC)CC (2-chloro-N,N-diethylethylamine hydrochloride), C([O-])([O-])=O.[K+].[K+] (potassium carbonate), O (Water). Solvent: CN(C=O)C (N,N-dimethylformamide). Run at time 3 hour. The product is C(C)N(CCN1CCN(CC1)C1=CC=C(C=C1)NC1=CC(=C(C=N1)CC(=O)N)NCC1=CC(=CC=C1)[N+](=O)[O-])CC (6-[(4-{4-[2-(diethylamino)ethyl]piperazin-1-yl}phenyl)amino]-4-[(3-nitrobenzyl)amino]pyridine-3-carboxyamide). Yield: 88.5%. RXN SMILES: [N+:1]([C:4]1[CH:5]=[C:6]([CH:32]=[CH:33][CH:34]=1)[CH2:7][NH:8][C:9]1[CH:14]=[C:13]([NH:15][C:16]2[CH:21]=[CH:20][C:19]([N:22]3[CH2:27][CH2:26][NH:25][CH2:24][CH2:23]3)=[CH:18][CH:17]=2)[N:12]=[CH:11][C:10]=1[CH2:28][C:29]([NH2:31])=[O:30])([O-:3])=[O:2].Cl.Cl[CH2:37][CH2:38][N:39]([CH2:42][CH3:43])[CH2:40][CH3:41].C(=O)([O-])[O-].[K+].[K+].O>CN(C)C=O>[CH2:38]([N:39]([CH2:42][CH3:43])[CH2:40][CH2:41][N:25]1[CH2:24][CH2:23][N:22]([C:19]2[CH:20]=[CH:21][C:16]([NH:15][C:13]3[N:12]=[CH:11][C:10]([CH2:28][C:29]([NH2:31])=[O:30])=[C:9]([NH:8][CH2:7][C:6]4[CH:32]=[CH:33][CH:34]=[C:4]([N+:1]([O-:3])=[O:2])[CH:5]=4)[CH:14]=3)=[CH:17][CH:18]=2)[CH2:27][CH2:26]1)[CH3:37] |f:1.2,3.4.5|. Procedure: 40 mg of 4-[(3-nitrobenzyl)amino]-6-{[4-(piperazin-1-yl)phenyl]amino}pyridine-3-carboxyamide (the compound of Example 224) was dissolved in 0.3 mL of N,N-dimethylformamide, to which 18.5 mg of 2-chloro-N,N-diethylethylamine hydrochloride and 25 mg of potassium carbonate were added, and stirred at room temperature for 3 hours. Water was added to the reaction mixture, extracted with chloroform, the extract was washed with saturated saline, and dried on anhydrous sodium sulfate. The solvent was eva... Starting materials: FC1=C(C(=C2C=3N([C@@H](CO2)C2=CC=CC=C2)C=C(C(C13)=O)C(=O)OCC)NCCNC1=NC=CC=C1)F (ethyl (R)-8,9-difluoro-2,3-dihydro-7-oxo-3-phenyl-10-[2-(2-pyridylamino)ethylamino]-7H-pyrido[1,2,3-de]-1,4-benzoxazine-6-carboxylate), Cl (HCl), O (water), [OH-].[Na+] (NaOH). The solvent is CCO (EtOH). Conditions: temperature 50 celsius. The product is FC1=C(C(=C2C=3N([C@@H](CO2)C2=CC=CC=C2)C=C(C(C13)=O)C(=O)O)NCCNC1=NC=CC=C1)F ((R)-8,9-difluoro-2,3-dihydro-7-oxo-3-phenyl-10-[2-(2-pyridylamino)ethylamino]-7H-pyrido[1,2,3-de]-1,4-benzoxazine-6-carboxylic acid). The yield is 76.2%. As a reaction SMILES: [F:1][C:2]1[C:20]2[C:19](=[O:21])[C:18]([C:22]([O:24]CC)=[O:23])=[CH:17][N:7]3[C@H:8]([C:11]4[CH:16]=[CH:15][CH:14]=[CH:13][CH:12]=4)[CH2:9][O:10][C:5]([C:6]=23)=[C:4]([NH:27][CH2:28][CH2:29][NH:30][C:31]2[CH:36]=[CH:35][CH:34]=[CH:33][N:32]=2)[C:3]=1[F:37].[OH-].[Na+].Cl.O>CCO>[F:1][C:2]1[C:20]2[C:19](=[O:21])[C:18]([C:22]([OH:24])=[O:23])=[CH:17][N:7]3[C@H:8]([C:11]4[CH:16]=[CH:15][CH:14]=[CH:13][CH:12]=4)[CH2:9][O:10][C:5]([C:6]=23)=[C:4]([NH:27][CH2:28][CH2:29][NH:30][C:31]2[CH:36]=[CH:35][CH:34]=[CH:33][N:32]=2)[C:3]=1[F:37] |f:1.2|. Procedure details: To a mixture of ethyl (R)-8,9-difluoro-2,3-dihydro-7-oxo-3-phenyl-10-[2-(2-pyridylamino)ethylamino]-7H-pyrido[1,2,3-de]-1,4-benzoxazine-6-carboxylate (627 mg, 1.24 mmol) in EtOH (8 mL) was added 2M aq. NaOH (6.20 mL, 12.4 mmol) at room temperature and the mixture was heated at 50° C. for 3 h. The reaction mixture was added 2N HCl (11.4 mL) and water. A precipitate formed and was collected by filtration, washed successively with water and then dried to give (R)-8,9-difluoro-2,3-dihydro-7-oxo-3-ph... Reactants: Cl.OC(C1=CC=CC=C1)(C1=CC=CC=C1)C1CCN(CC1)CCCC(=O)C1=CC2=CC=CC=C2C=C1 (4-[4-(α-hydroxy-α-phenylbenzyl)piperidino]-1-(2-naphthyl)butan-1-one hydrochloride), Cl (HCl). The solvent is C(C)(C)O (isopropyl alcohol). Product: Cl.C1(=CC=CC=C1)C(=C1CCN(CC1)CCCC(=O)C1=CC2=CC=CC=C2C=C1)C1=CC=CC=C1 (4-[4-(diphenylmethylene)piperidino]-1-(2-naphthyl)butan-1-one hydrochloride). As a reaction SMILES: [ClH:1].O[C:3]([CH:16]1[CH2:21][CH2:20][N:19]([CH2:22][CH2:23][CH2:24][C:25]([C:27]2[CH:36]=[CH:35][C:34]3[C:29](=[CH:30][CH:31]=[CH:32][CH:33]=3)[CH:28]=2)=[O:26])[CH2:18][CH2:17]1)([C:10]1[CH:15]=[CH:14][CH:13]=[CH:12][CH:11]=1)[C:4]1[CH:9]=[CH:8][CH:7]=[CH:6][CH:5]=1.Cl>C(O)(C)C>[ClH:1].[C:10]1([C:3]([C:4]2[CH:9]=[CH:8][CH:7]=[CH:6][CH:5]=2)=[C:16]2[CH2:17][CH2:18][N:19]([CH2:22][CH2:23][CH2:24][C:25]([C:27]3[CH:36]=[CH:35][C:34]4[C:29](=[CH:30][CH:31]=[CH:32][CH:33]=4)[CH:28]=3)=[O:26])[CH2:20][CH2:21]2)[CH:11]=[CH:12][CH:13]=[CH:14][CH:15]=1 |f:0.1,4.5|. Procedure: A mixture of 17.6 g (0.038 mole) of 4-[4-(α-hydroxy-α-phenylbenzyl)piperidino]-1-(2-naphthyl)butan-1-one hydrochloride, 400 ml of concentrated HCl and 1500 ml of isopropyl alcohol is heated on a steam bath for 16 hours after which the solvent and excess acid are removed at reduced pressure. The remaining residue is recrystallized from isopropyl alcohol and ethyl acetate to give 4-[4-(diphenylmethylene)piperidino]-1-(2-naphthyl)butan-1-one hydrochloride. Starting materials: CC1(C)OC(c2ccncc2)=C(Br)C1=O, O=C([O-])[O-], CC1(C)OB(c2ccc(OCc3ccc4ccccc4n3)cc2)OC1(C)C, [Cs+], [Cs+], O, Cc1ccccc1. Product: CC1(C)OC(c2ccncc2)=C(c2ccc(OCc3ccc4ccccc4n3)cc2)C1=O. Reaction SMILES: [Br:1][C:2]1=[C:6]([c:7]2[cH:8][cH:9][n:10][cH:11][cH:12]2)[O:5][C:4]([CH3:13])([CH3:14])[C:3]1=[O:15].[C:43](=[O:44])([O-:45])[O-:46].[CH3:16][C:17]1([CH3:18])[C:19]([CH3:20])([CH3:21])[O:22][B:23]([c:24]2[cH:25][cH:26][c:27]([O:28][CH2:29][c:30]3[n:31][c:32]4[cH:33][cH:34][cH:35][cH:36][c:37]4[cH:38][cH:39]3)[cH:40][cH:41]2)[O:42]1.[Cs+:47].[Cs+:48].[OH2:49].[c:50]1([CH3:51])[cH:52][cH:53][cH:54][cH:55][cH:56]1>>[C:2]1([c:24]2[cH:25][cH:26][c:27]([O:28][CH2:29][c:30]3[n:31][c:32]4[cH:33][cH:34][cH:35][cH:36][c:37]4[cH:38][cH:39]3)[cH:40][cH:41]2)=[C:6]([c:7]2[cH:8][cH:9][n:10][cH:11][cH:12]2)[O:5][C:4]([CH3:13])([CH3:14])[C:3]1=[O:15]. The reactants are NC1=CC=CC=C1 (aminobenzene), C(CCCCCCCCCCC)(=O)Cl (lauroyl chloride). The product is C(CCCCCCCCCCC)(=O)NC1=CC=CC=C1 (N-dodecanoylaminobenzene). Yield: 84.0%. Reaction SMILES: [NH2:1][C:2]1[CH:7]=[CH:6][CH:5]=[CH:4][CH:3]=1.[C:8](Cl)(=[O:20])[CH2:9][CH2:10][CH2:11][CH2:12][CH2:13][CH2:14][CH2:15][CH2:16][CH2:17][CH2:18][CH3:19]>>[C:8]([NH:1][C:2]1[CH:7]=[CH:6][CH:5]=[CH:4][CH:3]=1)(=[O:20])[CH2:9][CH2:10][CH2:11][CH2:12][CH2:13][CH2:14][CH2:15][CH2:16][CH2:17][CH2:18][CH3:19]. Reported procedure: N-dodecanoylaminobenzene was prepared by acylation of aminobenzene with lauroyl chloride by a procedure similar to that of Example 1(a). After crystallization from hexane, a yield of 84% of white crystalline plates m.p. 76.3°-76.8° C. was obtained. Starting materials: O1C(CCCC1)O[C@H](CCCO)CCCCC ((4S)-4-(2-tetrahydropyranyloxy)-1-nonanol), N1=CC=CC=C1 (pyridine), CS(=O)(=O)Cl (Methanesulfonyl chloride). Run in CCOCC (ether). Run at time 4 hour. Yields the product CS(=O)(=O)OCCC[C@H](CCCCC)OC1OCCCC1 ((4S)-1-methylsulfonyloxy-4-(2-tetrahydropyranyloxy)-nonane). Reaction SMILES: [O:1]1[CH2:6][CH2:5][CH2:4][CH2:3][CH:2]1[O:7][C@@H:8]([CH2:13][CH2:14][CH2:15][CH2:16][CH3:17])[CH2:9][CH2:10][CH2:11][OH:12].N1C=CC=CC=1.[CH3:24][S:25](Cl)(=[O:27])=[O:26]>CCOCC>[CH3:24][S:25]([O:12][CH2:11][CH2:10][CH2:9][C@@H:8]([O:7][CH:2]1[CH2:3][CH2:4][CH2:5][CH2:6][O:1]1)[CH2:13][CH2:14][CH2:15][CH2:16][CH3:17])(=[O:27])=[O:26]. Reported procedure: A mixture of (4S)-4-(2-tetrahydropyranyloxy)-1-nonanol (29.2 g., 0.12 mole) and pyridine (20 ml.) is cooled to 5° by means of an ice bath. Methanesulfonyl chloride (17.2 g., 0.15 mole) is added dropwise during 20 minutes and the mixture is stirred 4 hours with ice bath cooling. The mixture is then taken up in ether, washed with 4 portions of water and with brine and dried over sodium sulfate. The ether is distilled on the rotary evaporator to leave as a residual oil crude (4S)-1-methylsulfonylox...